From a dataset of the Open Reaction Database (ORD), a public repository of structured organic reaction records. describe an organic reaction: reactants, conditions, products, and yield The reactants are [H-], Nc1ncc(-c2ccccc2)nc1Br, [Na+], CN(C)C=O, Sc1ccccc1. Yields the product Nc1ncc(-c2ccccc2)nc1Sc1ccccc1. RXN SMILES: [H-:8].[NH2:10][c:11]1[n:12][cH:13][c:14](-[c:18]2[cH:19][cH:20][cH:21][cH:22][cH:23]2)[n:15][c:16]1[Br:17].[Na+:9].[O:24]=[CH:25][N:26]([CH3:27])[CH3:28].[SH:1][c:2]1[cH:3][cH:4][cH:5][cH:6][cH:7]1>>[S:1]([c:2]1[cH:3][cH:4][cH:5][cH:6][cH:7]1)[c:16]1[c:11]([NH2:10])[n:12][cH:13][c:14](-[c:18]2[cH:19][cH:20][cH:21][cH:22][cH:23]2)[n:15]1.